Dataset: the Open Reaction Database (ORD), a public repository of structured organic reaction records. Task: describe an organic reaction: reactants, conditions, products, and yield Starting materials: NC1=C(C(=NN1C1=C(C=C(C=C1Cl)C(F)(F)F)Cl)C#N)I (5-amino-3-cyano-1-(2,6-dichloro-4-trifluoromethylphenyl)-4-iodopyrazole), CCOCC (ether), O1C(=CC=C1)B(O)O (Furan-2-boronic acid), C([O-])([O-])=O.[Na+].[Na+] (sodium carbonate). Reagents/catalysts: C=1C=CC(=CC1)[P](C=2C=CC=CC2)(C=3C=CC=CC3)[Pd]([P](C=4C=CC=CC4)(C=5C=CC=CC5)C=6C=CC=CC6)([P](C=7C=CC=CC7)(C=8C=CC=CC8)C=9C=CC=CC9)[P](C=1C=CC=CC1)(C=1C=CC=CC1)C=1C=CC=CC1 (tetrakis(triphenylphosphine)palladium(0)). Solvent: C(OC)COC (dimethoxyethane), O (water). Reaction conditions: time 30 minute. Yields the product NC1=C(C(=NN1C1=C(C=C(C=C1Cl)C(F)(F)F)Cl)C#N)C=1OC=CC1 (5-Amino-3-cyano-1-(2,6-dichloro-4-trifluoromethylphenyl)-4-(2-furanyl)pyrazole). RXN SMILES: [NH2:1][C:2]1[N:6]([C:7]2[C:12]([Cl:13])=[CH:11][C:10]([C:14]([F:17])([F:16])[F:15])=[CH:9][C:8]=2[Cl:18])[N:5]=[C:4]([C:19]#[N:20])[C:3]=1I.[O:22]1[CH:26]=[CH:25][CH:24]=[C:23]1B(O)O.C(=O)([O-])[O-].[Na+].[Na+].CCOCC>C(COC)OC.C1C=CC([P]([Pd]([P](C2C=CC=CC=2)(C2C=CC=CC=2)C2C=CC=CC=2)([P](C2C=CC=CC=2)(C2C=CC=CC=2)C2C=CC=CC=2)[P](C2C=CC=CC=2)(C2C=CC=CC=2)C2C=CC=CC=2)(C2C=CC=CC=2)C2C=CC=CC=2)=CC=1.O>[NH2:1][C:2]1[N:6]([C:7]2[C:12]([Cl:13])=[CH:11][C:10]([C:14]([F:17])([F:16])[F:15])=[CH:9][C:8]=2[Cl:18])[N:5]=[C:4]([C:19]#[N:20])[C:3]=1[C:23]1[O:22][CH:26]=[CH:25][CH:24]=1 |f:2.3.4,^1:50,52,71,90|. Procedure: A solution of 5-amino-3-cyano-1-(2,6-dichloro-4-trifluoromethylphenyl)-4-iodopyrazole (0.45 g) in dimethoxyethane (4 ml) containing tetrakis(triphenylphosphine)palladium(0) (0.035 g) was stirred at room temperature for 30 minutes and then heated to 80° C. Furan-2-boronic acid (0.125 g) and aqueous sodium carbonate solution (2 ml, 1M) were added and the mixture heated under reflux for 3 hours. The cooled reaction was poured into ether and water. The organic layer was separated, dried (MgSO4) and ... Yields the product COc1ccc(-c2nc(-c3ccncc3)[nH]c2C(=O)O)cc1. Starting materials: CCOC(=O)c1[nH]c(-c2ccncc2)nc1-c1ccc(OC)cc1, CO, Cl, [K+], [OH-], O=Cc1ccncc1. As a reaction SMILES: [CH3:1][O:2][c:3]1[cH:4][cH:5][c:6](-[c:9]2[n:10][c:11](-[c:19]3[cH:20][cH:21][n:22][cH:23][cH:24]3)[nH:12][c:13]2[C:14](=[O:15])[O:16][CH2:17][CH3:18])[cH:7][cH:8]1.[CH3:36][OH:37].[ClH:35].[K+:34].[OH-:33].[n:25]1[cH:26][cH:27][c:28]([CH:29]=[O:30])[cH:31][cH:32]1>>[CH3:1][O:2][c:3]1[cH:4][cH:5][c:6](-[c:9]2[n:10][c:11](-[c:19]3[cH:20][cH:21][n:22][cH:23][cH:24]3)[nH:12][c:13]2[C:14](=[O:15])[OH:16])[cH:7][cH:8]1. Reactants: CN, C[Al](C)C, Cc1ccccc1, Cl, Cl, [Na+], O=C(O)c1cc(N2CCOCC2)cc([N+](=O)[O-])c1, [OH-], O. Product: CNC(=O)c1cc(N2CCOCC2)cc([N+](=O)[O-])c1. As a reaction SMILES: [CH3:20][NH2:21].[CH3:22][Al:23]([CH3:24])[CH3:25].[CH3:29][c:30]1[cH:31][cH:32][cH:33][cH:34][cH:35]1.[ClH:19].[ClH:26].[Na+:28].[O:1]1[CH2:2][CH2:3][N:4]([c:7]2[cH:8][c:9]([C:10](=[O:11])[OH:12])[cH:13][c:14]([N+:16](=[O:17])[O-:18])[cH:15]2)[CH2:5][CH2:6]1.[OH-:27].[OH2:36]>>[O:1]1[CH2:2][CH2:3][N:4]([c:7]2[cH:8][c:9]([C:10](=[O:12])[NH:21][CH3:20])[cH:13][c:14]([N+:16](=[O:17])[O-:18])[cH:15]2)[CH2:5][CH2:6]1.